The task is: describe an organic reaction: reactants, conditions, products, and yield. This data is from the Open Reaction Database (ORD), a public repository of structured organic reaction records. As a reaction SMILES: [CH2:38]1[CH2:39][O:40][CH2:41][CH2:42][NH:43]1.[CH3:44][S:45]([CH3:46])=[O:47].[Cl:48][CH2:49][Cl:50].[F:1][c:2]1[cH:3][c:4]([C:5](=[O:6])[NH:7][c:8]2[cH:9][cH:10][c:11]([O:18][c:19]3[n:20][c:21]([S:25]([CH3:26])(=[O:27])=[O:28])[n:22][cH:23][cH:24]3)[c:12]3[cH:13][cH:14][cH:15][cH:16][c:17]23)[cH:29][c:30]([N:32]2[CH2:33][CH2:34][O:35][CH2:36][CH2:37]2)[cH:31]1>>[F:1][c:2]1[cH:3][c:4]([C:5](=[O:6])[NH:7][c:8]2[cH:9][cH:10][c:11]([O:18][c:19]3[n:20][c:21]([N:43]4[CH2:38][CH2:39][O:40][CH2:41][CH2:42]4)[n:22][cH:23][cH:24]3)[c:12]3[cH:13][cH:14][cH:15][cH:16][c:17]23)[cH:29][c:30]([N:32]2[CH2:33][CH2:34][O:35][CH2:36][CH2:37]2)[cH:31]1. Product: O=C(Nc1ccc(Oc2ccnc(N3CCOCC3)n2)c2ccccc12)c1cc(F)cc(N2CCOCC2)c1. Reactants: C1COCCN1, CS(C)=O, ClCCl, CS(=O)(=O)c1nccc(Oc2ccc(NC(=O)c3cc(F)cc(N4CCOCC4)c3)c3ccccc23)n1. The reactants are BrCCN1C(C(N(CC1)CC1=C(C=C(C=C1)OC)OC)=O)=O (1-(2-bromoethyl)-4-(2,4-dimethoxybenzyl)-2,3-dioxopiperazine), [N-]=[N+]=[N-].[Na+] (sodium azide). Solvent: CN(C=O)C (N,N-dimethylformamide). Conditions: temperature 80 celsius, time 1 hour. The product is N(=[N+]=[N-])CCN1C(C(N(CC1)CC1=C(C=C(C=C1)OC)OC)=O)=O (1-(2-azidoethyl)-4-(2,4-dimethoxybenzyl)-2,3-dioxopiperazine). Yield: 91.6%. Reaction SMILES: Br[CH2:2][CH2:3][N:4]1[CH2:9][CH2:8][N:7]([CH2:10][C:11]2[CH:16]=[CH:15][C:14]([O:17][CH3:18])=[CH:13][C:12]=2[O:19][CH3:20])[C:6](=[O:21])[C:5]1=[O:22].[N-:23]=[N+:24]=[N-:25].[Na+]>CN(C)C=O>[N:23]([CH2:2][CH2:3][N:4]1[CH2:9][CH2:8][N:7]([CH2:10][C:11]2[CH:16]=[CH:15][C:14]([O:17][CH3:18])=[CH:13][C:12]=2[O:19][CH3:20])[C:6](=[O:21])[C:5]1=[O:22])=[N+:24]=[N-:25] |f:1.2|. Procedure: A mixture of 4.5 g of 1-(2-bromoethyl)-4-(2,4-dimethoxybenzyl)-2,3-dioxopiperazine, 1.03 g of sodium azide and 45 ml of N,N-dimethylformamide was stirred at 80° C. for 1 hour and then distilled under reduced pressure to remove the solvent. To the resulting residue were added 60 ml of ethyl acetate and 30 ml of water, and the pH was adjusted to 3 with 2N hydrochloric acid. The organic layer was separated and the aqueous layer was extracted with two 30-ml portions of ethyl acetate. The combined or...